Task: describe an organic reaction: reactants, conditions, products, and yield. Dataset: the Open Reaction Database (ORD), a public repository of structured organic reaction records As a reaction SMILES: [C:1]([CH3:2])(=[O:3])[O:4][CH:5]([CH2:6][CH2:7][CH2:8][CH2:9][n:10]1[c:11](=[O:31])[n:12]([CH3:30])[c:13]2[c:14]([c:15]1=[O:16])[c:17]([O:22][S:23]([C:24]([F:25])([F:26])[F:27])(=[O:28])=[O:29])[cH:18][c:19]([CH3:21])[n:20]2)[CH3:32].[CH3:33][NH:34][CH3:35].[O:36]1[CH2:37][CH2:38][CH2:39][CH2:40]1>>[C:1]([CH3:2])(=[O:3])[O:4][CH:5]([CH2:6][CH2:7][CH2:8][CH2:9][n:10]1[c:11](=[O:31])[n:12]([CH3:30])[c:13]2[c:14]([c:15]1=[O:16])[c:17]([N:34]([CH3:33])[CH3:35])[cH:18][c:19]([CH3:21])[n:20]2)[CH3:32]. Product: CC(=O)OC(C)CCCCn1c(=O)c2c(N(C)C)cc(C)nc2n(C)c1=O. The reactants are CC(=O)OC(C)CCCCn1c(=O)c2c(OS(=O)(=O)C(F)(F)F)cc(C)nc2n(C)c1=O, CNC, C1CCOC1. Starting materials: [OH-].[Na+] (sodium hydroxide), FC(OC1=CC=C(C=O)C=C1)F (p-difluoromethoxybenzaldehyde), CC(=O)C (acetone), C(C)O (ethanol). Solvent: O (water). The product is FC(OC1=CC=C(C=C1)C=CC(C=CC1=CC=C(C=C1)OC(F)F)=O)F (1,5-Bis[p-(difluoromethoxy)phenyl]-1,4-pentadien-3-one). Isolated yield 97.2%. As a reaction SMILES: [F:1][CH:2]([F:12])[O:3][C:4]1[CH:11]=[CH:10][C:7]([CH:8]=O)=[CH:6][CH:5]=1.[CH3:13][C:14]([CH3:16])=[O:15].[CH2:17]([OH:19])[CH3:18].[OH-].[Na+]>O>[F:1][CH:2]([F:12])[O:3][C:4]1[CH:11]=[CH:10][C:7]([CH:8]=[CH:18][C:17](=[O:19])[CH:5]=[CH:6][C:7]2[CH:10]=[CH:16][C:14]([O:15][CH:2]([F:12])[F:1])=[CH:13][CH:8]=2)=[CH:6][CH:5]=1 |f:3.4|. Procedure: A mixture of p-difluoromethoxybenzaldehyde (10.7 g; 0.0622 mole), acetone (2.2 ml; 0.0296 mole, ethanol (103 ml) and water (10 ml) is added dropwise, rapidly, and with stirring to an aqueous sodium hydroxide solution (25.5 ml; 10%). The reaction mixture exotherms to 30° C. and a precipitate forms. The precipitate is filtered, washed and dried to afford 9.0 g (97.2%) of title product. Reactants: FC1CCN(CC1)CC1=CC=C2[C@@H](CCOC2=C1)N1N=NC(=C1)C[C@H](C(=O)OC)NS(=O)(=O)C1=CC=C(C=C1)C ((R)-Methyl 3-(1-((R)-7-((4-Fluoropiperidin-1-yl)methyl)-3,4-dihydro-2H-chromen-4-yl)-1H-1,2,3-triazol-4-yl)-2-(4-methylphenylsulfonamido)propanoate), [Li+].[OH-] (LiOH). Solvent: CO (MeOH). Reaction conditions: temperature 55 celsius, time 24 hour. The product is FC1CCN(CC1)CC1=CC=C2[C@@H](CCOC2=C1)N1N=NC(=C1)C[C@H](C(=O)O)NS(=O)(=O)C1=CC=C(C=C1)C ((R)-3-(1-((R)-7-((4-fluoropiperidin-1-yl)methyl)-3,4-dihydro-2H-chromen-4-yl)-1H-1,2,3-triazol-4-yl)-2-(4-methylphenylsulfonamido)propanoic acid). RXN SMILES: [F:1][CH:2]1[CH2:7][CH2:6][N:5]([CH2:8][C:9]2[CH:18]=[C:17]3[C:12]([C@H:13]([N:19]4[CH:23]=[C:22]([CH2:24][C@@H:25]([NH:30][S:31]([C:34]5[CH:39]=[CH:38][C:37]([CH3:40])=[CH:36][CH:35]=5)(=[O:33])=[O:32])[C:26]([O:28]C)=[O:27])[N:21]=[N:20]4)[CH2:14][CH2:15][O:16]3)=[CH:11][CH:10]=2)[CH2:4][CH2:3]1.[Li+].[OH-]>CO>[F:1][CH:2]1[CH2:7][CH2:6][N:5]([CH2:8][C:9]2[CH:18]=[C:17]3[C:12]([C@H:13]([N:19]4[CH:23]=[C:22]([CH2:24][C@@H:25]([NH:30][S:31]([C:34]5[CH:39]=[CH:38][C:37]([CH3:40])=[CH:36][CH:35]=5)(=[O:32])=[O:33])[C:26]([OH:28])=[O:27])[N:21]=[N:20]4)[CH2:14][CH2:15][O:16]3)=[CH:11][CH:10]=2)[CH2:4][CH2:3]1 |f:1.2|. Procedure details: (R)-Methyl 3-(1-((R)-7-((4-Fluoropiperidin-1-yl)methyl)-3,4-dihydro-2H-chromen-4-yl)-1H-1,2,3-triazol-4-yl)-2-(4-methylphenylsulfonamido)propanoate (130. mg, 0.228 mmol), 1N LiOH (0.3 mL, 0.3 mmol) in 4 mL MeOH was stirred for 14 h at RT. The reaction mixture was then stirred at 55° C. for 24 h. The reaction mixture was cooled, concentrated and neutralized with 1N HCl. A precipitate formed that was filtered and washed with ether to afford the title compound. MS (m/z): 558.4 (m+H). Procedure details: By substituting Nα -[3-(acetylthio)-2-(methoxycarbonylmethyl)propanoyl]-L-arginine for the 1-[3-(acetylthio)-2-(methoxycarbonylmethyl)propanoyl]-L-proline in the procedure of Example 6A, and then isolating the product with Dowex 50 resin as described in the procedure of Example 17, Nα -[3-mercapto-2-(carbamoylmethyl)propanoyl]-L-arginine is obtained. Starting materials: C(C)(=O)SCC(C(=O)N[C@@H](CCCNC(N)=N)C(=O)O)CC(=O)OC (Nα -[3-(acetylthio)-2-(methoxycarbonylmethyl)propanoyl]-L-arginine), C(C)(=O)SCC(C(=O)N1[C@H](C(=O)O)CCC1)CC(=O)OC (1-[3-(acetylthio)-2-(methoxycarbonylmethyl)propanoyl]-L-proline). RXN SMILES: C([S:4][CH2:5][CH:6]([CH2:21][C:22]([O:24]C)=O)[C:7]([NH:9][C@H:10]([C:18]([OH:20])=[O:19])[CH2:11][CH2:12][CH2:13][NH:14][C:15](=[NH:17])[NH2:16])=[O:8])(=O)C.C(SCC(CC(OC)=O)C([N:34]1CCC[C@H]1C(O)=O)=O)(=O)C>>[SH:4][CH2:5][CH:6]([CH2:21][C:22](=[O:24])[NH2:34])[C:7]([NH:9][C@H:10]([C:18]([OH:20])=[O:19])[CH2:11][CH2:12][CH2:13][NH:14][C:15](=[NH:17])[NH2:16])=[O:8]. Product: SCC(C(=O)N[C@@H](CCCNC(N)=N)C(=O)O)CC(N)=O (Nα -[3-mercapto-2-(carbamoylmethyl)propanoyl]-L-arginine).